Dataset: the Open Reaction Database (ORD), a public repository of structured organic reaction records. Task: describe an organic reaction: reactants, conditions, products, and yield The reactants are O=C1CCC(=O)N1Br, CCc1ncccc1Oc1cc(Sc2ccccn2)cnc1C(N)=O, CO, [Cl-], [NH4+], [Na+], [OH-], O. Product: CCc1ncccc1Oc1cc(Sc2ccccn2)cnc1N. As a reaction SMILES: [Br:26][N:27]1[C:28](=[O:29])[CH2:30][CH2:31][C:32]1=[O:33].[CH2:1]([CH3:2])[c:3]1[n:4][cH:5][cH:6][cH:7][c:8]1[O:9][c:10]1[c:11]([C:23]([NH2:24])=[O:25])[n:12][cH:13][c:14]([S:16][c:17]2[n:18][cH:19][cH:20][cH:21][cH:22]2)[cH:15]1.[CH3:36][OH:37].[Cl-:39].[NH4+:40].[Na+:35].[OH-:34].[OH2:38]>>[CH2:1]([CH3:2])[c:3]1[n:4][cH:5][cH:6][cH:7][c:8]1[O:9][c:10]1[c:11]([NH2:27])[n:12][cH:13][c:14]([S:16][c:17]2[n:18][cH:19][cH:20][cH:21][cH:22]2)[cH:15]1. Reactants: CC(=O)OCc1c(Br)cccc1N1CCc2cc(N(C)C)ccc2C1=O, C1COCCO1, N#CC1=C(C#N)C(=O)C(Cl)=C(Cl)C1=O. Product: CNc1ccc2c(c1)CCN(c1cccc(Br)c1COC(C)=O)C2=O. Reaction SMILES: [Br:1][c:2]1[c:3]([CH2:4][O:5][C:6]([CH3:7])=[O:8])[c:9]([N:13]2[C:14](=[O:26])[c:15]3[cH:16][cH:17][c:18]([N:23]([CH3:24])[CH3:25])[cH:19][c:20]3[CH2:21][CH2:22]2)[cH:10][cH:11][cH:12]1.[CH2:41]1[O:42][CH2:43][CH2:44][O:45][CH2:46]1.[Cl:27][C:28]1=[C:39]([Cl:40])[C:37](=[O:38])[C:34]([C:35]#[N:36])=[C:31]([C:32]#[N:33])[C:29]1=[O:30]>>[Br:1][c:2]1[c:3]([CH2:4][O:5][C:6]([CH3:7])=[O:8])[c:9]([N:13]2[C:14](=[O:26])[c:15]3[cH:16][cH:17][c:18]([NH:23][CH3:24])[cH:19][c:20]3[CH2:21][CH2:22]2)[cH:10][cH:11][cH:12]1. Reaction SMILES: [Cl:27][c:28]1[cH:29][cH:30][cH:31][c:32]([C:33]([O:34][OH:36])=[O:35])[cH:37]1.[Cl:43][CH2:44][Cl:45].[NH2:1][C:2](=[O:3])[CH:4]([C:5]([CH3:6])([CH3:7])[CH3:8])[NH:9][C:10](=[O:11])[n:12]1[c:13](=[O:26])[n:14]([CH2:21][CH2:22][S:23](=[O:24])[CH3:25])[c:15]2[c:16]1[cH:17][cH:18][cH:19][cH:20]2.[Na+:42].[O-:38][C:39]([OH:40])=[O:41]>>[NH2:1][C:2](=[O:3])[CH:4]([C:5]([CH3:6])([CH3:7])[CH3:8])[NH:9][C:10](=[O:11])[n:12]1[c:13](=[O:26])[n:14]([CH2:21][CH2:22][S:23](=[O:24])([CH3:25])=[O:35])[c:15]2[c:16]1[cH:17][cH:18][cH:19][cH:20]2. Reactants: O=C(OO)c1cccc(Cl)c1, ClCCl, CS(=O)CCn1c(=O)n(C(=O)NC(C(N)=O)C(C)(C)C)c2ccccc21, [Na+], O=C([O-])O. The product is CC(C)(C)C(NC(=O)n1c(=O)n(CCS(C)(=O)=O)c2ccccc21)C(N)=O. Reaction SMILES: [CH2:1]([CH3:2])[O:3][C:4](=[O:5])[c:6]1[s:7][c:8]2[c:9]([cH:10]1)[cH:11][cH:12][c:13]([CH:15]([C:16](=[O:17])[OH:18])[C:19]([OH:20])=[O:21])[cH:14]2.[OH2:22]>>[CH2:1]([CH3:2])[O:3][C:4](=[O:5])[c:6]1[s:7][c:8]2[c:9]([cH:10]1)[cH:11][cH:12][c:13]([CH2:15][C:16](=[O:17])[OH:18])[cH:14]2. Product: CCOC(=O)c1cc2ccc(CC(=O)O)cc2s1. The reactants are CCOC(=O)c1cc2ccc(C(C(=O)O)C(=O)O)cc2s1, O. The reactants are OCCCC(=O)C1=C(C=CC=C1)C1=CC=CC=C1 (4-hydroxy-2'-phenylbutyrophenone), BrCCCCCCl (1-bromo-5-chloropentane), C([O-])([O-])=O.[K+].[K+] (potassium carbonate), C(C)#N (acetonitrile). Solvent: C(C)(=O)OCC.O (ethyl acetate water). Yields the product ClCCCCCOC1=CC=C(C=C1)C(C(CC)C1=CC=CC=C1)=O (1-[4-(5-Chloropentyloxy)phenyl]-2-phenyl-butan-1-one). As a reaction SMILES: [OH:1][CH2:2][CH2:3][CH2:4][C:5]([C:7]1C=C[CH:10]=[CH:9][C:8]=1[C:13]1[CH:18]=[CH:17][CH:16]=[CH:15][CH:14]=1)=O.Br[CH2:20][CH2:21][CH2:22][CH2:23][CH2:24][Cl:25].C(=O)([O-])[O-:27].[K+].[K+].[C:32](#N)[CH3:33]>C(OCC)(=O)C.O>[Cl:25][CH2:24][CH2:23][CH2:22][CH2:21][CH2:20][O:1][C:2]1[CH:3]=[CH:4][C:5]([C:7](=[O:27])[CH:8]([C:13]2[CH:14]=[CH:15][CH:16]=[CH:17][CH:18]=2)[CH2:9][CH3:10])=[CH:33][CH:32]=1 |f:2.3.4,6.7|. Procedure details: A solution of 2.31 g (9.6 mmol) of 4-hydroxy-2'-phenylbutyrophenone and 1.56 ml (12.0 mmol) of 1-bromo-5-chloropentane in 200 ml of acetonitrile is mixed with 1.59 g (11.5 mmol) of potassium carbonate, and it is refluxed overnight (16 hours). For working-up,-the reaction mixture is taken up in ethyl acetate/water, the organic phase is washed with water and dried on sodium sulfate. After the drying agent is filtered off and after concentration by evaporation, the crude product is chromatographed ... Procedure: Prepared according to procedure B from 2-amino-5-bromopyridine and (1,4-dihydro-4,4-dimethyl-2-oxo-2H-3,1-benzoxazin-6-yl)boronic acid. White crystals, mp 257-259° C. 1H-NMR (DMSO-d6) δ 10.20 (s, 1H), 8.22 (d, 1H, J=2.38 Hz) 7.69, 7.66 (dd, 1H, J=2.5, 2.5 Hz), 7.42 (m, 2H), 6.89 (d, 1H, J=8.8 Hz), 6.49 (d, 1H, J=8.64 Hz), 6.02 (s, 2H), 1.64 (s, 6H), MS m/z 269 M+. Anal. Calcd. For C15H15N3O2.17H2O: C, 66.15; H, 5.68; N, 15.43. Found: C, 66.10; H, 5.81; N, 15.02. Starting materials: NC1=NC=C(C=C1)Br (2-amino-5-bromopyridine), CC1(OC(NC2=C1C=C(C=C2)B(O)O)=O)C ((1,4-dihydro-4,4-dimethyl-2-oxo-2H-3,1-benzoxazin-6-yl)boronic acid). The product is NC1=CC=C(C=N1)C1=CC2=C(NC(OC2(C)C)=O)C=C1 (6-(6-Amino-pyridin-3-yl)-4,4-dimethyl-1,4-dihydro-benzo[d][1,3]oxazin-2-one). As a reaction SMILES: [NH2:1][C:2]1[CH:7]=[CH:6][C:5](Br)=[CH:4][N:3]=1.[CH3:9][C:10]1([CH3:24])[C:15]2[CH:16]=[C:17](B(O)O)[CH:18]=[CH:19][C:14]=2[NH:13][C:12](=[O:23])[O:11]1>>[NH2:1][C:2]1[N:3]=[CH:4][C:5]([C:17]2[CH:18]=[CH:19][C:14]3[NH:13][C:12](=[O:23])[O:11][C:10]([CH3:24])([CH3:9])[C:15]=3[CH:16]=2)=[CH:6][CH:7]=1.